Dataset: the Open Reaction Database (ORD), a public repository of structured organic reaction records. Task: describe an organic reaction: reactants, conditions, products, and yield Reactants: [N-]=[N+]=[N-] (azide), CC1=CC=C(C=C1)S(=O)(=O)OCC1OC2=C(C1)C=CC=C2C2=CC=C(C=C2)Cl ((±)-[7-(4-chlorophenyl)-2,3-dihydro-1-benzofuran-2-yl]methyl 4-methylbenzenesulfonate), N(=[N+]=[N-])CC1OC2=C(C1)C=CC=C2C2=CC=C(C=C2)F ((±)-2-(azidomethyl)-7-(4-fluorophenyl)-2,3-dihydro-1-benzofuran), [N-]=[N+]=[N-].[Na+] (sodium azide), Intermediate 98, hydrochloride salt. The reagents and catalysts are [Pt] (sulfided platinum on carbon). Yields the product ClC1=CC=C(C=C1)C1=CC=CC=2CC(OC21)CN ((±)-1-[7-(4-chlorophenyl)-2,3-dihydro-1-benzofuran-2-yl]methanamine). Isolated yield 78.9%. As a reaction SMILES: CC1C=CC(S(O[CH2:12][CH:13]2[CH2:17][C:16]3[CH:18]=[CH:19][CH:20]=[C:21]([C:22]4[CH:27]=[CH:26][C:25]([Cl:28])=[CH:24][CH:23]=4)[C:15]=3[O:14]2)(=O)=O)=CC=1.[N-:29]=[N+]=[N-].[Na+].N(CC1CC2C=CC=C(C3C=CC(F)=CC=3)C=2O1)=[N+]=[N-].[N-]=[N+]=[N-]>[Pt]>[Cl:28][C:25]1[CH:26]=[CH:27][C:22]([C:21]2[C:15]3[O:14][CH:13]([CH2:12][NH2:29])[CH2:17][C:16]=3[CH:18]=[CH:19][CH:20]=2)=[CH:23][CH:24]=1 |f:1.2|. Procedure details: Treatment of (±)-[7-(4-chlorophenyl)-2,3-dihydro-1-benzofuran-2-yl]methyl 4-methylbenzenesulfonate (1.2 g, 2.89 mmol) with sodium azide (0.752 g, 11.57 mmol) generally according to the procedure described for Intermediate 98 afforded (±)-2-(azidomethyl)-7-(4-fluorophenyl)-2,3-dihydro-1-benzofuran. Treatment of the azide with sulfided platinum on carbon (0.082 g, 5 wt. %) generally according to the procedure described for Example 1 provided 0.592 g (69%) of (±)-1-[7-(4-chlorophenyl)-2,3-dihydro-1... Starting materials: C=O, CC(=O)O, CO, Cl, Cn1cc(Br)nc(Nc2ccc(C3CNC3)cc2)c1=O. Product: CN1CC(c2ccc(Nc3nc(Br)cn(C)c3=O)cc2)C1. RXN SMILES: [CH2:22]=[O:23].[CH3:24][C:25](=[O:26])[OH:27].[CH3:28][OH:29].[ClH:1].[NH:2]1[CH2:3][CH:4]([c:6]2[cH:7][cH:8][c:9]([NH:12][c:13]3[c:14](=[O:21])[n:15]([CH3:20])[cH:16][c:17]([Br:19])[n:18]3)[cH:10][cH:11]2)[CH2:5]1>>[N:2]1([CH3:24])[CH2:3][CH:4]([c:6]2[cH:7][cH:8][c:9]([NH:12][c:13]3[c:14](=[O:21])[n:15]([CH3:20])[cH:16][c:17]([Br:19])[n:18]3)[cH:10][cH:11]2)[CH2:5]1. The reactants are COC1=CC=C(C=C1)B(O)O (4-methoxyphenylboronic acid), CCCCCC.C(C)(=O)OCC (hexane ethyl acetate). Product: COC1=CC=C(C=C1)CC(=O)OCC (ethyl 4-methoxyphenylacetate). Reaction SMILES: [CH3:1][O:2][C:3]1[CH:8]=[CH:7][C:6](B(O)O)=[CH:5][CH:4]=1.CCCCCC.[C:18]([O:21][CH2:22][CH3:23])(=[O:20])[CH3:19]>>[CH3:1][O:2][C:3]1[CH:8]=[CH:7][C:6]([CH2:19][C:18]([O:21][CH2:22][CH3:23])=[O:20])=[CH:5][CH:4]=1 |f:1.2|. Procedure details: Ethyl 4-methoxyphenylacetate was prepared by the general experimental method from 4-methoxyphenylboronic acid (152 mg, 1.00 mmol). After workup by column chromatography (hexane/ethyl acetate, 5:1), ethyl 4-methoxyphenylacetate is obtained as a colourless liquid in a yield of 77% of theory. 1H NMR (200 MHz, CDCl3): δ=7.25 (d, J=8.5 Hz, 2H), 6.91 (d, J=8.7 Hz, 2H), 4.13-4.26 (m, 2H), 3.82 (s, 3H), 3.59 (s, 2H), 1.24-1.26 (m, 3H) ppm; 13C NMR (50 MHz, CDCl3): δ=172.3, 159.1, 130.7, 126.7, 114.4, 61... Starting materials: ClC1=CC(=C(C=C1)O)N1N=C2C(=N1)C=CC=C2C (4-chloro-2-(4-methyl-benzotriazol-2-yl)-phenol), C(C)OC(CC1=CC=C(C=C1)OCCCBr)=O ([4-(3-bromo-propoxyl)-phenyl]-acetic acid ethyl ester), C(=O)([O-])[O-].[Cs+].[Cs+] (Cs2CO3). Procedure: A mixture of 4-chloro-2-(4-methyl-benzotriazol-2-yl)-phenol (93 mg, 0.36 mmol), [4-(3-bromo-propoxyl)-phenyl]-acetic acid ethyl ester (130 mg, 1.2 eq.) and Cs2CO3 (140 mg, 1.2 eq.) in CH3CN (10 ml) was heated to reflux for I hr. After cooling to r.t., the solid was filtered off and the filtrate was concentrated in vacuo. The crude product was purified on silica gel to give the desired compound. The product is C(C)OC(CC1=CC=C(C=C1)OCCCOC1=C(C=C(C=C1)Cl)N1N=C2C(=N1)C=CC=C2C)=O ((4-{3-[4-Chloro-2-(4-methyl-benzotriazol-2-yl)-phenoxy]-propoxy}-phenyl)-acetic acid ethyl ester). Reaction SMILES: [Cl:1][C:2]1[CH:7]=[CH:6][C:5]([OH:8])=[C:4]([N:9]2[N:13]=[C:12]3[CH:14]=[CH:15][CH:16]=[C:17]([CH3:18])[C:11]3=[N:10]2)[CH:3]=1.[CH2:19]([O:21][C:22](=[O:35])[CH2:23][C:24]1[CH:29]=[CH:28][C:27]([O:30][CH2:31][CH2:32][CH2:33]Br)=[CH:26][CH:25]=1)[CH3:20].C([O-])([O-])=O.[Cs+].[Cs+]>CC#N>[CH2:19]([O:21][C:22](=[O:35])[CH2:23][C:24]1[CH:25]=[CH:26][C:27]([O:30][CH2:31][CH2:32][CH2:33][O:8][C:5]2[CH:6]=[CH:7][C:2]([Cl:1])=[CH:3][C:4]=2[N:9]2[N:13]=[C:12]3[CH:14]=[CH:15][CH:16]=[C:17]([CH3:18])[C:11]3=[N:10]2)=[CH:28][CH:29]=1)[CH3:20] |f:2.3.4|. The solvent is CC#N (CH3CN). The reactants are CC[SiH](CC)CC, CCOC(=O)C=CC(C)=CC(C)C(OC)c1ccc(N(C)C)cc1, ClCCl. Product: CCOC(=O)C=CC(C)=CC(C)Cc1ccc(N(C)C)cc1. Reaction SMILES: [CH2:25]([SiH:26]([CH2:27][CH3:28])[CH2:29][CH3:30])[CH3:31].[CH3:1][C:2]([CH:3]=[CH:4][C:5](=[O:6])[O:7][CH2:8][CH3:9])=[CH:10][CH:11]([CH:12]([c:13]1[cH:14][cH:15][c:16]([N:19]([CH3:20])[CH3:21])[cH:17][cH:18]1)[O:22][CH3:23])[CH3:24].[Cl:32][CH2:33][Cl:34]>>[CH3:1][C:2]([CH:3]=[CH:4][C:5](=[O:6])[O:7][CH2:8][CH3:9])=[CH:10][CH:11]([CH2:12][c:13]1[cH:14][cH:15][c:16]([N:19]([CH3:20])[CH3:21])[cH:17][cH:18]1)[CH3:24]. The reactants are CC(CSC(=O)c1ccccc1)C(=O)N1Cc2ccccc2CC1C(=O)OC(C)(C)C, O=C(O)C(F)(F)F. The product is CC(CSC(=O)c1ccccc1)C(=O)N1Cc2ccccc2CC1C(=O)O. As a reaction SMILES: [C:1]([c:2]1[cH:3][cH:4][cH:5][cH:6][cH:7]1)(=[O:8])[S:9][CH2:10][CH:11]([C:12](=[O:13])[N:14]1[CH2:15][c:16]2[cH:17][cH:18][cH:19][cH:20][c:21]2[CH2:22][CH:23]1[C:24](=[O:25])[O:26][C:27]([CH3:28])([CH3:29])[CH3:30])[CH3:31].[OH:32][C:33]([C:34]([F:35])([F:36])[F:37])=[O:38]>>[C:1]([c:2]1[cH:3][cH:4][cH:5][cH:6][cH:7]1)(=[O:8])[S:9][CH2:10][CH:11]([C:12](=[O:13])[N:14]1[CH2:15][c:16]2[cH:17][cH:18][cH:19][cH:20][c:21]2[CH2:22][CH:23]1[C:24](=[O:25])[OH:26])[CH3:31]. Reactants: CCO, [Ca+2], [Cl-], [Cl-], [Fe], CCCn1cncc1CSc1ccc([N+](=O)[O-])cn1. Yields the product CCCn1cncc1CSc1ccc(N)cn1. Reaction SMILES: [CH3:23][CH2:24][OH:25].[Ca+2:22].[Cl-:20].[Cl-:21].[Fe:26].[N+:1]([O-:2])(=[O:3])[c:4]1[cH:5][cH:6][c:7]([S:10][CH2:11][c:12]2[cH:13][n:14][cH:15][n:16]2[CH2:17][CH2:18][CH3:19])[n:8][cH:9]1>>[NH2:1][c:4]1[cH:5][cH:6][c:7]([S:10][CH2:11][c:12]2[cH:13][n:14][cH:15][n:16]2[CH2:17][CH2:18][CH3:19])[n:8][cH:9]1. The reactants are C(#N)C1=CC=C(C=C1)C=1C=NN(C1O)C1=NC=C(C(=O)O)C=C1 (6-(4-(4-cyanophenyl)-5-hydroxy-1H-pyrazol-1-yl)nicotinic acid), CC(C)N (propan-2-amine), CCN(C(C)C)C(C)C (Hunig's base), CCN=C=NCCCN(C)C (EDCI), C1=CC=C2C(=C1)N=NN2O.O (HOBT hydrate), Cl (HCl). Solvent: O (water), CN(C)C=O (DMF). Conditions: time 16 hour. Product: C(#N)C1=CC=C(C=C1)C=1C=NN(C1O)C1=NC=C(C(=O)NC(C)C)C=C1 (6-(4-(4-cyanophenyl)-5-hydroxy-1H-pyrazol-1-yl)-N-isopropylnicotinamide). Isolated yield 54.6%. As a reaction SMILES: [C:1]([C:3]1[CH:8]=[CH:7][C:6]([C:9]2[CH:10]=[N:11][N:12]([C:15]3[CH:23]=[CH:22][C:18]([C:19](O)=[O:20])=[CH:17][N:16]=3)[C:13]=2[OH:14])=[CH:5][CH:4]=1)#[N:2].CCN=C=NCCCN(C)C.C1[CH:40]=[C:39]2[N:41]=NN(O)[C:38]2=CC=1.O.CCN(C(C)C)C(C)C.CC(N)C.Cl>CN(C=O)C.O>[C:1]([C:3]1[CH:4]=[CH:5][C:6]([C:9]2[CH:10]=[N:11][N:12]([C:15]3[CH:23]=[CH:22][C:18]([C:19]([NH:41][CH:39]([CH3:40])[CH3:38])=[O:20])=[CH:17][N:16]=3)[C:13]=2[OH:14])=[CH:7][CH:8]=1)#[N:2] |f:2.3|. Procedure details: Combined 6-(4-(4-cyanophenyl)-5-hydroxy-1H-pyrazol-1-yl)nicotinic acid (100 mg, 0.327 mmol), EDCI (94 mg, 0.490 mmol), HOBT hydrate (75 mg, 0.490 mmol) in DMF (1 mL) and then add Hunig's base (127 mg, 0.980 mmol). Then propan-2-amine (28.9 mg, 0.490 mmol) was added and the mixture was stirred at ambient temperature for 16 h. The mixture was diluted with water (4 mL) and acidified with 1N HCl to pH=5-6 to give a solid. The solid was collected by filtration, washed with water (2 mL), and recrystal... Reactants: ClC1=C(C=CC=2OC(=C(N2)C(=O)O)C)C=CC=C1 (2-(2-chlorostyryl)-5-methyl-4-oxazolecarboxylic acid), S(=O)(Cl)Cl (thionyl chloride). Product: ClC1=C(C=CC=2OC(=C(N2)CO)C)C=CC=C1 (2-(2-chlorostyryl)-4-hydroxymethyl-5-methyloxazole). Reaction SMILES: [Cl:1][C:2]1[CH:18]=[CH:17][CH:16]=[CH:15][C:3]=1[CH:4]=[CH:5][C:6]1[O:7][C:8]([CH3:14])=[C:9]([C:11](O)=[O:12])[N:10]=1.S(Cl)(Cl)=O>>[Cl:1][C:2]1[CH:18]=[CH:17][CH:16]=[CH:15][C:3]=1[CH:4]=[CH:5][C:6]1[O:7][C:8]([CH3:14])=[C:9]([CH2:11][OH:12])[N:10]=1. Procedure: A mixture of 2-(2-chlorostyryl)-5-methyl-4-oxazolecarboxylic acid (4.8 g) and thionyl chloride (24 ml) was refluxed with stirring for an hour. The thionyl chloride was distilled off and the crystalline residue (acid chloride) was washed with isopropyl ether and dissolved in dimethoxyethane (20 ml). The solution was added dropwise to a suspension of sodium borohydride (1.4 g) in dimethoxyethane (30 ml) with ice-cooling and stirring. The reaction was allowed to proceed under ice-cooling for 30 min...